This data is from the Open Reaction Database (ORD), a public repository of structured organic reaction records. The task is: describe an organic reaction: reactants, conditions, products, and yield Reactants: [OH-].[K+] (potassium hydroxide), 120.0, Cl.ClC1=CC=C(C=C1)C1(CCNCC1)O (4-(4-chlorophenyl)piperidin-4-ol hydrochloride), [I-].[K+] (potassium iodide), COC(CCCCl)(C1=CC=C(C=C1)F)OC (1,1-dimethoxy-1-(4-fluorophenyl)-4-chlorobutane). Run in O (water), C1(=CC=CC=C1)C (toluene), C1(=CC=CC=C1)C (toluene). Run at temperature 55 celsius, time 3.5 hour. Yields the product ClC1=CC=C(C=C1)C1(CCN(CC1)CCCC(OC)(OC)C1=CC=C(C=C1)F)O (4-(4-chlorophenyl)-1-[4-(4-fluorophenyl)-4,4-dimethoxybutyl]-piperidin-4-ol). As a reaction SMILES: Cl.[Cl:2][C:3]1[CH:8]=[CH:7][C:6]([C:9]2([OH:15])[CH2:14][CH2:13][NH:12][CH2:11][CH2:10]2)=[CH:5][CH:4]=1.[I-].[K+].[OH-].[K+].[CH3:20][O:21][C:22]([O:34][CH3:35])([C:27]1[CH:32]=[CH:31][C:30]([F:33])=[CH:29][CH:28]=1)[CH2:23][CH2:24][CH2:25]Cl>C1(C)C=CC=CC=1.O>[Cl:2][C:3]1[CH:8]=[CH:7][C:6]([C:9]2([OH:15])[CH2:10][CH2:11][N:12]([CH2:25][CH2:24][CH2:23][C:22]([C:27]3[CH:28]=[CH:29][C:30]([F:33])=[CH:31][CH:32]=3)([O:34][CH3:35])[O:21][CH3:20])[CH2:13][CH2:14]2)=[CH:5][CH:4]=1 |f:0.1,2.3,4.5|. Reported procedure: A stirred slurry of 120.0 parts 4-(4-chlorophenyl)piperidin-4-ol hydrochloride and 40.0 parts of potassium iodide in 500 parts of water is warmed to a temperature of about 35° C. under a nitrogen atmosphere. Then, 70.0 parts of potassium hydroxide is added. After further heating to about 55° C., 138.0 parts of 1,1-dimethoxy-1-(4-fluorophenyl)-4-chlorobutane is added. The temperature is then raised to about 102° C. and heating continued for 3.5 hours. After cooling to about 75° C., 785 parts of t... Starting materials: N#Cc1ccc2[nH]c(=O)n(C(C(=O)O)c3ccccc3)c2c1, O=C(C(c1ccccc1)n1c(=O)[nH]c2ccccc21)N1CCN(c2ccncc2)CC1. Product: N#Cc1ccc2[nH]c(=O)n(C(C(=O)N3CCN(c4ccncc4)CC3)c3ccccc3)c2c1. Reaction SMILES: [C:32](#[N:33])[c:34]1[cH:35][cH:36][c:37]2[nH:38][c:39](=[O:40])[n:41]([CH:42]([c:43]3[cH:44][cH:45][cH:46][cH:47][cH:48]3)[C:49]([OH:50])=[O:51])[c:52]2[cH:53]1.[O:1]=[C:2]([CH:3]([c:4]1[cH:5][cH:6][cH:7][cH:8][cH:9]1)[n:10]1[c:11](=[O:19])[nH:12][c:13]2[c:14]1[cH:15][cH:16][cH:17][cH:18]2)[N:20]1[CH2:21][CH2:22][N:23]([c:26]2[cH:27][cH:28][n:29][cH:30][cH:31]2)[CH2:24][CH2:25]1>>[O:1]=[C:2]([CH:3]([c:4]1[cH:5][cH:6][cH:7][cH:8][cH:9]1)[n:10]1[c:11](=[O:19])[nH:12][c:13]2[c:14]1[cH:15][c:16]([C:32]#[N:33])[cH:17][cH:18]2)[N:20]1[CH2:21][CH2:22][N:23]([c:26]2[cH:27][cH:28][n:29][cH:30][cH:31]2)[CH2:24][CH2:25]1. Reaction conditions: time 1 hour. The solvent is C1CCOC1 (THF). Procedure details: To a solution of oxazole (420 mg, 6.08 mmol) in THF (15 mL) was added BH3-THF (1.0M in THF, 6.69 mL, 6.69 mmol). The mixture was stirred at room temperature for 1 hour. After cooling to −78° C., t-BuLi (1.7M, 4.29 mL, 7.30 mmol) was introduced to the mixture and stirred at this temperature for 30 min. 4-Formyl-piperidine-1-carboxylic acid tert-butyl ester (1.30 g, 6.08 mmol) was added dropwise and the mixture was stirred at −78° C. for 3 hours. Work-up and purification gave 4-(hydroxy-oxazol-2-y... Yields the product C(C)(C)(C)OC(=O)N1CCC(CC1)C(C=1OC=CN1)O (4-(hydroxy-oxazol-2-yl-methyl)-piperidine-1-carboxylic acid tert-butyl ester). Isolated yield 71.5%. Reaction SMILES: [O:1]1[CH:5]=[CH:4][N:3]=[CH:2]1.B.C1COCC1.[Li]C(C)(C)C.[C:17]([O:21][C:22]([N:24]1[CH2:29][CH2:28][CH:27]([CH:30]=[O:31])[CH2:26][CH2:25]1)=[O:23])([CH3:20])([CH3:19])[CH3:18]>C1COCC1>[C:17]([O:21][C:22]([N:24]1[CH2:29][CH2:28][CH:27]([CH:30]([OH:31])[C:2]2[O:1][CH:5]=[CH:4][N:3]=2)[CH2:26][CH2:25]1)=[O:23])([CH3:20])([CH3:19])[CH3:18] |f:1.2|. Reactants: O1C=NC=C1 (oxazole), B.C1CCOC1 (BH3-THF), C(C)(C)(C)OC(=O)N1CCC(CC1)C=O (4-Formyl-piperidine-1-carboxylic acid tert-butyl ester), [Li]C(C)(C)C (t-BuLi). Reactants: COC(=O)C(OC(C)=O)c1cc(CNC(=O)OC(C)(C)C)ccc1N, O=C(O)CC1CCc2cc(Cl)cc3[nH]c(=O)c(=O)n1c23. Yields the product COC(=O)C(OC(C)=O)c1cc(CNC(=O)OC(C)(C)C)ccc1NC(=O)CC1CCc2cc(Cl)cc3[nH]c(=O)c(=O)n1c23. RXN SMILES: [C:1]([CH3:2])([CH3:3])([CH3:4])[O:5][C:6](=[O:7])[NH:8][CH2:9][c:10]1[cH:11][c:12]([CH:17]([O:18][C:19]([CH3:20])=[O:21])[C:22](=[O:23])[O:24][CH3:25])[c:13]([NH2:14])[cH:15][cH:16]1.[Cl:26][c:27]1[cH:28][c:29]2[c:30]3[n:31]([c:32](=[O:38])[c:33](=[O:37])[nH:34][c:35]3[cH:36]1)[CH:39]([CH2:42][C:43](=[O:44])[OH:45])[CH2:40][CH2:41]2>>[C:1]([CH3:2])([CH3:3])([CH3:4])[O:5][C:6](=[O:7])[NH:8][CH2:9][c:10]1[cH:11][c:12]([CH:17]([O:18][C:19]([CH3:20])=[O:21])[C:22](=[O:23])[O:24][CH3:25])[c:13]([NH:14][C:43]([CH2:42][CH:39]2[n:31]3[c:30]4[c:29]([cH:28][c:27]([Cl:26])[cH:36][c:35]4[nH:34][c:33](=[O:37])[c:32]3=[O:38])[CH2:41][CH2:40]2)=[O:44])[cH:15][cH:16]1. As a reaction SMILES: [CH3:42][N:43]1[CH2:44][CH2:45][N:46]([CH2:49][CH2:50][OH:51])[CH2:47][CH2:48]1.[F:1][c:2]1[c:3]([O:4][c:5]2[n:6][cH:7][n:8][n:9]3[c:10]2[c:11]([CH3:15])[c:12]([OH:14])[cH:13]3)[cH:16][cH:17][c:18]([N+:20](=[O:21])[O-:22])[cH:19]1.[O:52]1[CH2:53][CH2:54][CH2:55][CH2:56]1.[c:23]1([P:24]([c:25]2[cH:26][cH:27][cH:28][cH:29][cH:30]2)[c:31]2[cH:32][cH:33][cH:34][cH:35][cH:36]2)[cH:37][cH:38][cH:39][cH:40][cH:41]1>>[F:1][c:2]1[c:3]([O:4][c:5]2[n:6][cH:7][n:8][n:9]3[c:10]2[c:11]([CH3:15])[c:12]([O:14][CH2:50][CH2:49][N:46]2[CH2:45][CH2:44][N:43]([CH3:42])[CH2:48][CH2:47]2)[cH:13]3)[cH:16][cH:17][c:18]([N+:20](=[O:21])[O-:22])[cH:19]1. The product is Cc1c(OCCN2CCN(C)CC2)cn2ncnc(Oc3ccc([N+](=O)[O-])cc3F)c12. Reactants: CN1CCN(CCO)CC1, Cc1c(O)cn2ncnc(Oc3ccc([N+](=O)[O-])cc3F)c12, C1CCOC1, c1ccc(P(c2ccccc2)c2ccccc2)cc1.